From a dataset of the Open Reaction Database (ORD), a public repository of structured organic reaction records. describe an organic reaction: reactants, conditions, products, and yield The reactants are CN(C)C=O, O=C(O)c1cc(Cl)ncc1Cl, [H-], [Na+], CC(C)(C)OC(=O)NCCS. Product: CC(C)(C)OC(=O)NCCSc1cc(C(=O)O)c(Cl)cn1. As a reaction SMILES: [CH3:25][N:26]([CH3:27])[CH:28]=[O:29].[Cl:1][c:2]1[cH:3][c:4]([C:5](=[O:6])[OH:7])[c:8]([Cl:11])[cH:9][n:10]1.[H-:12].[Na+:13].[SH:14][CH2:15][CH2:16][NH:17][C:18]([O:19][C:20]([CH3:21])([CH3:22])[CH3:23])=[O:24]>>[c:2]1([S:14][CH2:15][CH2:16][NH:17][C:18]([O:19][C:20]([CH3:21])([CH3:22])[CH3:23])=[O:24])[cH:3][c:4]([C:5](=[O:6])[OH:7])[c:8]([Cl:11])[cH:9][n:10]1. The reactants are [BH4-], C1CCOC1, C=CCOc1cc(C)c2c(c1)OCCS2, [Na+], [Pd], c1ccc(P(c2ccccc2)c2ccccc2)cc1, c1ccc(P(c2ccccc2)c2ccccc2)cc1, c1ccc(P(c2ccccc2)c2ccccc2)cc1, c1ccc(P(c2ccccc2)c2ccccc2)cc1. Product: Cc1cc(O)cc2c1SCCO2. As a reaction SMILES: [BH4-:16].[CH2:18]1[O:19][CH2:20][CH2:21][CH2:22]1.[CH2:1]([CH:2]=[CH2:3])[O:4][c:5]1[cH:6][c:7]2[c:8]([c:13]([CH3:15])[cH:14]1)[S:9][CH2:10][CH2:11][O:12]2.[Na+:17].[Pd:99].[c:23]1([P:24]([c:25]2[cH:26][cH:27][cH:28][cH:29][cH:30]2)[c:31]2[cH:32][cH:33][cH:34][cH:35][cH:36]2)[cH:37][cH:38][cH:39][cH:40][cH:41]1.[c:42]1([P:43]([c:44]2[cH:45][cH:46][cH:47][cH:48][cH:49]2)[c:50]2[cH:51][cH:52][cH:53][cH:54][cH:55]2)[cH:56][cH:57][cH:58][cH:59][cH:60]1.[c:61]1([P:62]([c:63]2[cH:64][cH:65][cH:66][cH:67][cH:68]2)[c:69]2[cH:70][cH:71][cH:72][cH:73][cH:74]2)[cH:75][cH:76][cH:77][cH:78][cH:79]1.[c:80]1([P:81]([c:82]2[cH:83][cH:84][cH:85][cH:86][cH:87]2)[c:88]2[cH:89][cH:90][cH:91][cH:92][cH:93]2)[cH:94][cH:95][cH:96][cH:97][cH:98]1>>[OH:4][c:5]1[cH:6][c:7]2[c:8]([c:13]([CH3:15])[cH:14]1)[S:9][CH2:10][CH2:11][O:12]2. Reactants: N#CC1(NC(=O)C2CC(S(=O)(=O)c3ccc(F)cc3Cl)CC2C(=O)N2CC(F)(F)C2)CC1, FC1(F)CNC1. RXN SMILES: [C:1](#[N:2])[C:3]1([NH:6][C:7](=[O:8])[CH:9]2[CH:10]([C:25](=[O:26])[N:27]3[CH2:28][C:29]([F:31])([F:32])[CH2:30]3)[CH2:11][CH:12]([S:14](=[O:15])(=[O:16])[c:17]3[c:18]([Cl:24])[cH:19][c:20]([F:23])[cH:21][cH:22]3)[CH2:13]2)[CH2:4][CH2:5]1.[F:33][C:34]1([F:38])[CH2:35][NH:36][CH2:37]1>>[C:1](#[N:2])[C:3]1([NH:6][C:7](=[O:8])[CH:9]2[CH:10]([C:25](=[O:26])[N:27]3[CH2:28][C:29]([F:31])([F:32])[CH2:30]3)[CH2:11][CH:12]([S:14](=[O:15])(=[O:16])[c:17]3[c:18]([Cl:24])[cH:19][c:20]([N:36]4[CH2:35][C:34]([F:33])([F:38])[CH2:37]4)[cH:21][cH:22]3)[CH2:13]2)[CH2:4][CH2:5]1. The product is N#CC1(NC(=O)C2CC(S(=O)(=O)c3ccc(N4CC(F)(F)C4)cc3Cl)CC2C(=O)N2CC(F)(F)C2)CC1. The reactants are N=1C=CN2C1C=CC=C2SCCN2C(SCC2=O)=O (3-[2-(imidazo-[1,2-a]pyridin-5-ylthio)ethyl]thiazolidine-2,4-dione), C(CCC)=O (n-butyraldehyde), N1CCCCC1 (piperidine). Run in C(C)O (ethanol). Product: C(CCC)=C1C(N(C(S1)=O)CCSC1=CC=CC=2N1C=CN2)=O (5-butylidene-3-[2-(imidazo[1,2-a]pyridin-5-ylthio)ethyl]thiazolidine-2,4-dione). As a reaction SMILES: [N:1]1[CH:2]=[CH:3][N:4]2[C:9]([S:10][CH2:11][CH2:12][N:13]3[C:17](=[O:18])[CH2:16][S:15][C:14]3=[O:19])=[CH:8][CH:7]=[CH:6][C:5]=12.[CH:20](=O)[CH2:21][CH2:22][CH3:23].N1CCCCC1>C(O)C>[CH:20](=[C:16]1[S:15][C:14](=[O:19])[N:13]([CH2:12][CH2:11][S:10][C:9]2[N:4]3[CH:3]=[CH:2][N:1]=[C:5]3[CH:6]=[CH:7][CH:8]=2)[C:17]1=[O:18])[CH2:21][CH2:22][CH3:23]. Reported procedure: To a solution of 1.49 g (3.9 mmol) of 3-[2-(imidazo-[1,2-a]pyridin-5-ylthio)ethyl]thiazolidine-2,4-dione and 0.36 ml (4.0 mmol) of n-butyraldehyde in 30 ml of ethanol, 0.04 ml (0.4 mmol) of piperidine was added, followed by refluxing for 2 hours. After the reaction mixture was cooled, the solvent was distilled off. The residue was dissolved in chloroform, washed with saturated aqueous sodium hydrogen carbonate and dried, after which the solvent was distilled off. The residue was purified by colu... The reactants are COC=1C=C2CN(C(C2=C(C1)I)=O)CC1=CC=C(C=C1)OC(F)(F)F (5-methoxy-7-iodo-2-(4-trifluoromethoxy-benzyl)-2,3-dihydro-isoindol-1-one), [C-]#N.[Na+] (sodium cyanide). The reagents and catalysts are C=1C=CC(=CC1)[P](C=2C=CC=CC2)(C=3C=CC=CC3)[Pd]([P](C=4C=CC=CC4)(C=5C=CC=CC5)C=6C=CC=CC6)([P](C=7C=CC=CC7)(C=8C=CC=CC8)C=9C=CC=CC9)[P](C=1C=CC=CC1)(C=1C=CC=CC1)C=1C=CC=CC1 (Pd(PPh3)4), [Cu]I (CuI). Run in C(C)#N (acetonitrile). Run at temperature 80 celsius, time 18 hour. Product: COC=1C=C(C=2C(N(CC2C1)CC1=CC=C(C=C1)OC(F)(F)F)=O)C#N (6-methoxy-3-oxo-2-(4-trifluoromethoxy-benzyl)-2,3-dihydro-1H-isoindole-4-carbonitrile). Yield: 67.9%. As a reaction SMILES: [CH3:1][O:2][C:3]1[CH:4]=[C:5]2[C:9](=[C:10](I)[CH:11]=1)[C:8](=[O:13])[N:7]([CH2:14][C:15]1[CH:20]=[CH:19][C:18]([O:21][C:22]([F:25])([F:24])[F:23])=[CH:17][CH:16]=1)[CH2:6]2.[C-:26]#[N:27].[Na+]>C(#N)C.C1C=CC([P]([Pd]([P](C2C=CC=CC=2)(C2C=CC=CC=2)C2C=CC=CC=2)([P](C2C=CC=CC=2)(C2C=CC=CC=2)C2C=CC=CC=2)[P](C2C=CC=CC=2)(C2C=CC=CC=2)C2C=CC=CC=2)(C2C=CC=CC=2)C2C=CC=CC=2)=CC=1.[Cu]I>[CH3:1][O:2][C:3]1[CH:11]=[C:10]([C:26]#[N:27])[C:9]2[C:8](=[O:13])[N:7]([CH2:14][C:15]3[CH:20]=[CH:19][C:18]([O:21][C:22]([F:25])([F:24])[F:23])=[CH:17][CH:16]=3)[CH2:6][C:5]=2[CH:4]=1 |f:1.2,^1:35,37,56,75|. Reported procedure: A mixture of 5-methoxy-7-iodo-2-(4-trifluoromethoxy-benzyl)-2,3-dihydro-isoindol-1-one (0.060 g, 0.13 mmol), Pd(PPh3)4 (0.015 g, 0.013 mmol), sodium cyanide (0.013 g, 0.26 mmol), and CuI (0.003 g, 0.013 mmol) in acetonitrile (5 mL) was stirred at 80° C. for 18 h. Workup and silica gel column chromatography using 2:1 hexanes-ethyl acetate afforded 6-methoxy-3-oxo-2-(4-trifluoromethoxy-benzyl)-2,3-dihydro-1H-isoindole-4-carbonitrile (0.032 g, 68%). 1H NMR (300 MHz, CDCl3): δ (ppm) 3.89 (s, 3H), 4....